This data is from the Open Reaction Database (ORD), a public repository of structured organic reaction records. The task is: describe an organic reaction: reactants, conditions, products, and yield The reactants are [OH-].[Na+] (sodium hydroxide), BrC1=CC=C(C=C1)CCS(=O)(=O)NC1=C(C=C(C=C1)C)S(=O)(=O)N (2-[2-(4-bromo-phenyl)-ethanesulfonylamino]-5-methyl-benzenesulfonamide), O (water), [Mn](=O)(=O)(=O)[O-].[K+] (Potassium permanganate). Conditions: temperature 70 celsius. Yields the product BrC1=CC=C(C=C1)CCS(=O)(=O)NC1=C(C=C(C(=O)O)C=C1)S(N)(=O)=O (4-[2-(4-Bromo-phenyl)-ethanesulfonylamino]-3-sulfamoyl-benzoic acid). Yield: 69.0%. RXN SMILES: [Br:1][C:2]1[CH:7]=[CH:6][C:5]([CH2:8][CH2:9][S:10]([NH:13][C:14]2[CH:19]=[CH:18][C:17]([CH3:20])=[CH:16][C:15]=2[S:21]([NH2:24])(=[O:23])=[O:22])(=[O:12])=[O:11])=[CH:4][CH:3]=1.[OH-:25].[Na+].[Mn]([O-])(=O)(=O)=O.[K+].[OH2:33]>>[Br:1][C:2]1[CH:7]=[CH:6][C:5]([CH2:8][CH2:9][S:10]([NH:13][C:14]2[CH:19]=[CH:18][C:17]([C:20]([OH:33])=[O:25])=[CH:16][C:15]=2[S:21](=[O:23])(=[O:22])[NH2:24])(=[O:11])=[O:12])=[CH:4][CH:3]=1 |f:1.2,3.4|. Procedure: To a suspension of 2-[2-(4-bromo-phenyl)-ethanesulfonylamino]-5-methyl-benzenesulfonamide (0.3 g, 0.69 mmol) in water (12 mL) was added 2.5 M sodium hydroxide until a clear solution was obtained (˜12 mL). Potassium permanganate (0.55 g, 3.46 mmol) was added and the resulting reaction mixture was heated at 70° C. for 3 hours. The hot solution was filtered through a pad of Celite and the solids were washed with water. Solid sodium bisulfate was added to the filtrate until the pink color disappeare... The reactants are CCC1CCC(CC(=O)OC(C)(C)C)CC1, CCCC1CCC(C2CCO2)CC1. Yields the product CCCC1CCC(C(O)CCC(C(=O)OC(C)(C)C)C2CCC(CC)CC2)CC1. As a reaction SMILES: [CH2:14]([CH3:15])[CH:16]1[CH2:17][CH2:18][CH:19]([CH2:22][C:23](=[O:24])[O:25][C:26]([CH3:27])([CH3:28])[CH3:29])[CH2:20][CH2:21]1.[CH2:1]([CH2:2][CH3:3])[CH:4]1[CH2:5][CH2:6][CH:7]([CH:10]2[O:11][CH2:12][CH2:13]2)[CH2:8][CH2:9]1>>[CH2:1]([CH2:2][CH3:3])[CH:4]1[CH2:5][CH2:6][CH:7]([CH:10]([OH:11])[CH2:13][CH2:12][CH:22]([CH:19]2[CH2:18][CH2:17][CH:16]([CH2:14][CH3:15])[CH2:21][CH2:20]2)[C:23](=[O:24])[O:25][C:26]([CH3:27])([CH3:28])[CH3:29])[CH2:8][CH2:9]1. Reactants: C(=O)(OC(C)(C)C)NC1CC(C1)CON1C(C2=CC=CC=C2C1=O)=O (2-[3-(N-BOC-amino)cyclobutylmethoxy]-1H-isoindole-1,3(2H)-dione), Cl (hydrochloric acid). Run in O (water). The product is Cl.Cl.NOCC1CC(C1)N (3-Aminooxymethyl-cyclobutylamine dihydrochloride). As a reaction SMILES: C([NH:8][CH:9]1[CH2:12][CH:11]([CH2:13][O:14][N:15]2C(=O)C3C(=CC=CC=3)C2=O)[CH2:10]1)(OC(C)(C)C)=O.[ClH:26]>O>[ClH:26].[ClH:26].[NH2:15][O:14][CH2:13][CH:11]1[CH2:12][CH:9]([NH2:8])[CH2:10]1 |f:3.4.5|. Procedure: Analogously to Example 6, starting from 1.15 g (0.00332 mol) of 2-[3-(N-BOC-amino)cyclobutylmethoxy]-1H-isoindole-1,3(2H)-dione, 6 ml of water and 5 ml of concentrated hydrochloric acid, the title compound is obtained, m.p. 179° C. (decomp.).